From a dataset of the Open Reaction Database (ORD), a public repository of structured organic reaction records. describe an organic reaction: reactants, conditions, products, and yield The reactants are OC1CN(CC1)C(=O)C1=CC(=CC=C1)[N+](=O)[O-] ((3-hydroxypyrrolidin-1-yl)-(3-nitrophenyl)methanone). The reagents and catalysts are [Pd] (palladium on carbon). Run in C(C)O (ethanol). Product: NC=1C=C(C=CC1)C(=O)N1CC(CC1)O ((3-Aminophenyl)-(3-hydroxypyrrolidin-1-yl)methanone). Yield: 100.0%. As a reaction SMILES: [OH:1][CH:2]1[CH2:6][CH2:5][N:4]([C:7]([C:9]2[CH:14]=[CH:13][CH:12]=[C:11]([N+:15]([O-])=O)[CH:10]=2)=[O:8])[CH2:3]1>C(O)C.[Pd]>[NH2:15][C:11]1[CH:10]=[C:9]([C:7]([N:4]2[CH2:5][CH2:6][CH:2]([OH:1])[CH2:3]2)=[O:8])[CH:14]=[CH:13][CH:12]=1. Reported procedure: A mixture of 2.36 g of (3-hydroxypyrrolidin-1-yl)-(3-nitrophenyl)methanone in 40 ml of ethanol and in the presence of 300 mg of palladium on carbon at 10% was stirred under hydrogen atmospheric pressure for 2 days. The reaction medium was filtered through celite and washed with 50 ml of ethanol. The solvent was concentrated to 30 ml. This solution of (3-aminophenyl)-(3-hydroxypyrrolidin-1-yl)methanone was used in the next step. Supposed yield=100%. Starting materials: CCOCc1nc2cnc3cc(Br)ccc3c2n1CCCCNC(=O)OC(C)(C)C, CCO, Cl. The product is CCOCc1nc2cnc3cc(Br)ccc3c2n1CCCCN. Reaction SMILES: [Br:2][c:3]1[cH:4][cH:5][c:6]2[c:7]3[c:8]([cH:9][n:10][c:11]2[cH:12]1)[n:13][c:14]([CH2:28][O:29][CH2:30][CH3:31])[n:15]3[CH2:16][CH2:17][CH2:18][CH2:19][NH:20][C:21](=[O:22])[O:23][C:24]([CH3:25])([CH3:26])[CH3:27].[CH3:32][CH2:33][OH:34].[ClH:1]>>[Br:2][c:3]1[cH:4][cH:5][c:6]2[c:7]3[c:8]([cH:9][n:10][c:11]2[cH:12]1)[n:13][c:14]([CH2:28][O:29][CH2:30][CH3:31])[n:15]3[CH2:16][CH2:17][CH2:18][CH2:19][NH2:20].